Dataset: the Open Reaction Database (ORD), a public repository of structured organic reaction records. Task: describe an organic reaction: reactants, conditions, products, and yield The reactants are L-α-phenylalanine, O (water), CC#N (CH3CN), Ph, solvents A, L-α-phenylalanine, N[C@@H](C1=CC=CC=C1)CC(=O)O (β-phenylalanine). The solvent is C(C(CO)(CO)N)O.Cl (Tris-HCl). Reaction conditions: time 18 hour. The product is N[C@@H](CC1=CC=CC=C1)C(=O)O (Phenylalanine). As a reaction SMILES: O.CC#[N:4].N[C@H:6]([CH2:13][C:14]([OH:16])=[O:15])[C:7]1[CH:12]=[CH:11][CH:10]=[CH:9][CH:8]=1>C(O)C(N)(CO)CO.Cl>[NH2:4][C@H:13]([C:14]([OH:16])=[O:15])[CH2:6][C:7]1[CH:12]=[CH:11][CH:10]=[CH:9][CH:8]=1 |f:3.4|. Procedure: The standard PAM activity assay mixture contains 5 mM L-α-phenylalanine, 1 to 10 μg enzyme in 50 mM Tris-HCl buffer (pH 7.5) in a final volume of 0.5 ml. Enzyme reactions were carried out at 28° C., 150 rpm for 18 hours and terminated by addition of 50 μl ethanol to precipitate proteins. After centrifugation for 5 minutes, the supernatants were analyzed by a reverse phase HPLC method. The formation of β-phenylalanine was quantified based on peak area compared to the β-phenylalanine standard curv...